This data is from the Open Reaction Database (ORD), a public repository of structured organic reaction records. The task is: describe an organic reaction: reactants, conditions, products, and yield As a reaction SMILES: [Br-].[C:2]([CH2:5][CH2:6][CH2:7][CH2:8][P+](C1C=CC=CC=1)(C1C=CC=CC=1)C1C=CC=CC=1)([OH:4])=[O:3].CC(C)([O-])C.[K+].C(NC1C=CC(C2C([C:50]([C:52]3[C:53]([C:58]4[CH:63]=[CH:62][C:61]([NH:64][C:65](=[O:67])[CH3:66])=[CH:60][CH:59]=4)=[N:54][CH:55]=[CH:56][CH:57]=3)=O)=CC=CN=2)=CC=1)(=O)C>O1CCCC1>[C:65]([NH:64][C:61]1[CH:60]=[CH:59][C:58]([C:53]([C:52]2[CH:50]=[N:54][CH:55]=[CH:56][CH:57]=2)=[CH:8][CH2:7][CH2:6][CH2:5][C:2]([OH:4])=[O:3])=[CH:63][CH:62]=1)(=[O:67])[CH3:66] |f:0.1,2.3|. Procedure details: To a suspension of 307 g of 4-carboxybutyltriphenylphosphonium bromide and 233 g of potassium tert.butoxide in 2.8 liters of tetrahydrofuran are added, at -40° C., 140 g of 4-acetylaminophenyl-3-pyridyl-ketone and this mixture is stirred for 2 hours. The reaction mixture is decomposed by the addition of ice water and evaporated down. The residue is taken up in water and washed with ethyl acetate. The aqueous phase is acidified to pH 5 to 6 and extracted with ethyl acetate. The organic phase is c... Run in O1CCCC1 (tetrahydrofuran). The reactants are ice water, [Br-].C(=O)(O)CCCC[P+](C1=CC=CC=C1)(C1=CC=CC=C1)C1=CC=CC=C1 (4-carboxybutyltriphenylphosphonium bromide), CC(C)([O-])C.[K+] (potassium tert.butoxide), C(C)(=O)NC1=CC=C(C=C1)C1=NC=CC=C1C(=O)C=1C(=NC=CC1)C1=CC=C(C=C1)NC(C)=O (4-acetylaminophenyl-3-pyridyl-ketone). Yields the product C(C)(=O)NC1=CC=C(C=C1)C(=CCCCC(=O)O)C=1C=NC=CC1 (6-(4-acetylaminophenyl)-6-(3-pyridyl)hex-5-enoic acid). Starting materials: C(C)(=O)OC1=CC=C2C(C(=O)OC2=O)=C1 (5-acetoxyphthalic anhydride), Cl.N(N)C1=CC=NC=C1 (4-hydrazinopyridine hydrochloride). Solvent: C(C)(=O)O (acetic acid). Yields the product Cl.OC=1C=C2C(N(C(C2=CC1)=O)NC1=CC=NC=C1)=O (5-Hydroxy-2-(4-pyridinylamino)isoindole-1,3-dione hydrochloride). The yield is 56.3%. RXN SMILES: C([O:4][C:5]1[CH:15]=[C:9]2[C:10]([O:12][C:13](=[O:14])[C:8]2=[CH:7][CH:6]=1)=O)(=O)C.[ClH:16].[NH:17]([C:19]1[CH:24]=[CH:23][N:22]=[CH:21][CH:20]=1)[NH2:18]>C(O)(=O)C>[ClH:16].[OH:4][C:5]1[CH:15]=[C:9]2[C:8](=[CH:7][CH:6]=1)[C:13](=[O:14])[N:18]([NH:17][C:19]1[CH:24]=[CH:23][N:22]=[CH:21][CH:20]=1)[C:10]2=[O:12] |f:1.2,4.5|. Procedure: A solution of 5-acetoxyphthalic anhydride (3.03 g), 4-hydrazinopyridine hydrochloride (2.04 g) and glacial acetic acid (15 ml) was heated under reflux, under nitrogen, for 4 hrs, with stirring. The reaction mixture was cooled to ambient temperature, the precipitate was collected, washed with water and dried at 60° C. under vacuum overnight. Trituration with hot absolute ethanol gave 2.3 g (56%) of product, mp >260° C. Starting materials: COC(CN1C(=C(C2=CC(=CC=C12)F)CC1=C(C=CC=C1)S(=O)(=O)C=1SC=CC1)C)=O ({5-fluoro-2-methyl-3-[2-(thiophene-2-sulfonyl)benzyl]indol-1-yl}acetic acid methyl ester), O1CCCC1 (tetrahydrofuran), [OH-].[Li+] (lithium hydroxide). Run in O (water). Conditions: time 2 hour. The product is FC=1C=C2C(=C(N(C2=CC1)CC(=O)O)C)CC1=C(C=CC=C1)S(=O)(=O)C=1SC=CC1 ({5-fluoro-2-methyl-3-[2-(thiophene-2-sulfonyl)benzyl]indol-1-yl}acetic acid). Yield: 68.8%. RXN SMILES: C[O:2][C:3](=[O:31])[CH2:4][N:5]1[C:13]2[C:8](=[CH:9][C:10]([F:14])=[CH:11][CH:12]=2)[C:7]([CH2:15][C:16]2[CH:21]=[CH:20][CH:19]=[CH:18][C:17]=2[S:22]([C:25]2[S:26][CH:27]=[CH:28][CH:29]=2)(=[O:24])=[O:23])=[C:6]1[CH3:30].O1CCCC1.[OH-].[Li+]>O>[F:14][C:10]1[CH:9]=[C:8]2[C:13](=[CH:12][CH:11]=1)[N:5]([CH2:4][C:3]([OH:31])=[O:2])[C:6]([CH3:30])=[C:7]2[CH2:15][C:16]1[CH:21]=[CH:20][CH:19]=[CH:18][C:17]=1[S:22]([C:25]1[S:26][CH:27]=[CH:28][CH:29]=1)(=[O:23])=[O:24] |f:2.3|. Procedure: A mixture of {5-fluoro-2-methyl-3-[2-(thiophene-2-sulfonyl)benzyl]indol-1-yl}acetic acid methyl ester (0.21 g) and tetrahydrofuran (5.0 mL) was treated with 1.0 M aqueous lithium hydroxide solution (1.2 mL), and the resulting mixture was stirred at room temperature for 2 hours. The mixture was diluted with water (25 mL), concentrated to low bulk under reduced pressure and the pH adjusted to 4 by the addition of 0.1 M aqueous hydrochloric acid solution. The mixture was extracted with ethyl acetat... The reactants are CCOCC, CS(C)=O, O=C(O)c1ccccc1I(=O)=O, O, OCc1cnc2occc2c1. Product: O=Cc1cnc2occc2c1. RXN SMILES: [CH2:25]([O:26][CH2:27][CH3:28])[CH3:29].[CH3:30][S:31](=[O:32])[CH3:33].[I:1]([c:2]1[cH:3][cH:4][cH:5][cH:6][c:7]1[C:8]([OH:9])=[O:10])(=[O:11])=[O:12].[OH2:24].[o:13]1[cH:14][cH:15][c:16]2[c:17]1[n:18][cH:19][c:20]([CH2:22][OH:23])[cH:21]2>>[o:13]1[cH:14][cH:15][c:16]2[c:17]1[n:18][cH:19][c:20]([CH:22]=[O:23])[cH:21]2. Starting materials: C(CCCCCCCCC=C)N1C(=O)N(C=2N=CN(C2C1=O)C)C (1-(10-undecenyl)-3,7-dimethylxanthine), C[N+]1(CCOCC1)[O-] (4-methylmorpholine-N-oxide), potassium osmate dihydrate, CC(=O)C (acetone), S(=O)([O-])[O-].[Na+].[Na+] (sodium sulphite). Run in O (water). Reaction conditions: time 6 hour. Yields the product OC(CCCCCCCCCN1C(=O)N(C=2N=CN(C2C1=O)C)C)CO (1-(10,11-dihydroxyundecanyl)-3,7-dimethylxanthine). The yield is 76.0%. As a reaction SMILES: [CH2:1]([N:12]1[C:21](=[O:22])[C:20]2[N:19]([CH3:23])[CH:18]=[N:17][C:16]=2[N:15]([CH3:24])[C:13]1=[O:14])[CH2:2][CH2:3][CH2:4][CH2:5][CH2:6][CH2:7][CH2:8]CC=C.C[N+]1([O-])CC[O:29]CC1.S([O-])([O-])=O.[Na+].[Na+].[CH3:39][C:40]([CH3:42])=[O:41]>O>[OH:41][CH:40]([CH2:42][OH:29])[CH2:39][CH2:8][CH2:7][CH2:6][CH2:5][CH2:4][CH2:3][CH2:2][CH2:1][N:12]1[C:21](=[O:22])[C:20]2[N:19]([CH3:23])[CH:18]=[N:17][C:16]=2[N:15]([CH3:24])[C:13]1=[O:14] |f:2.3.4|. Procedure details: A solution of 1-(10-undecenyl)-3,7-dimethylxanthine, prepared above (4.3 g, 13 mmol), 4-methylmorpholine-N-oxide (1.942 g, 16.6 mmol) and potassium osmate dihydrate (9.5 mg; 0.026 mmol) in acetone (45 mL) and water (10 mL) was stirred for 6 hours. A solution of 20% aqueous sodium sulphite (12 ml) was added and stirred for 30 minutes. The reaction mixture was extracted with 25% ethanol/dichloromethane (4×100 mL). The combined organic extracts were dried over anhydrous magnesium sulfate, concentra...